Dataset: the Open Reaction Database (ORD), a public repository of structured organic reaction records. Task: describe an organic reaction: reactants, conditions, products, and yield Reactants: CSc1nnc(C#N)c(N2CCc3ccccc3CC2)n1, NN, C1COCCO1, O. The product is N#Cc1nnc(NN)nc1N1CCc2ccccc2CC1. Reaction SMILES: [CH3:1][S:2][c:3]1[n:4][n:5][c:6]([C:20]#[N:21])[c:7]([N:9]2[CH2:10][CH2:11][c:12]3[c:13]([cH:16][cH:17][cH:18][cH:19]3)[CH2:14][CH2:15]2)[n:8]1.[NH2:23][NH2:24].[O:25]1[CH2:26][CH2:27][O:28][CH2:29][CH2:30]1.[OH2:22]>>[c:3]1([NH:23][NH2:24])[n:4][n:5][c:6]([C:20]#[N:21])[c:7]([N:9]2[CH2:10][CH2:11][c:12]3[c:13]([cH:16][cH:17][cH:18][cH:19]3)[CH2:14][CH2:15]2)[n:8]1.